Dataset: the Open Reaction Database (ORD), a public repository of structured organic reaction records. Task: describe an organic reaction: reactants, conditions, products, and yield The reactants are CCCCCNc1nc[nH]c1C#N, CO, [Cl-], [NH4+], [Na], O, O, S. Reaction SMILES: [CH2:1]([CH2:2][CH2:3][CH2:4][CH3:5])[NH:6][c:7]1[n:8][cH:9][nH:10][c:11]1[C:12]#[N:13].[CH3:20][OH:21].[Cl-:18].[NH4+:19].[Na:17].[OH2:14].[OH2:15].[SH2:16]>>[CH2:1]([CH2:2][CH2:3][CH2:4][CH3:5])[NH:6][c:7]1[n:8][cH:9][nH:10][c:11]1[C:12]([NH2:13])=[S:16]. Yields the product CCCCCNc1nc[nH]c1C(N)=S. Product: ClC=1C=C(C=CC1C#N)C1=NN(C=C1)[C@H](CNC(=O)C1=NOC(=C1)C(C)O)C (N—((S)-2-(3-(3-chloro-4-cyanophenyl)-1H-pyrazol-1-yl)propyl)-5-(1-hydroxyethyl)isoxazole-3-carboxamide). RXN SMILES: [BH4-].[Na+].[C:3]([C:6]1[O:10][N:9]=[C:8]([C:11]([NH:13][CH2:14][C@@H:15]([N:17]2[CH:21]=[CH:20][C:19]([C:22]3[CH:27]=[CH:26][C:25]([C:28]#[N:29])=[C:24]([Cl:30])[CH:23]=3)=[N:18]2)[CH3:16])=[O:12])[CH:7]=1)(=[O:5])[CH3:4]>C(O)C>[Cl:30][C:24]1[CH:23]=[C:22]([C:19]2[CH:20]=[CH:21][N:17]([C@@H:15]([CH3:16])[CH2:14][NH:13][C:11]([C:8]3[CH:7]=[C:6]([CH:3]([OH:5])[CH3:4])[O:10][N:9]=3)=[O:12])[N:18]=2)[CH:27]=[CH:26][C:25]=1[C:28]#[N:29] |f:0.1|. Reported procedure: Sodium borohydride (6.41 mg, 0.169 mmol) was added into a flask and the atmosphere was replaced with nitrogen. Dry ethanol was added and the reaction mixture was cooled to 0° C. (S)-5-acetyl-N-(2-(3-(3-chloro-4-cyanophenyl)-1H-pyrazol-1-yl)propyl)isoxazole-3-carboxamide (33.7 mg, 0.085 mmol) was added and the reaction mixture was warmed slowly to RT while stirring overnight. The crude product was cooled to 0° C., the pH was adjusted to about 3 and the mixture was evaporated. 5% of DCM/MeOH was a... Starting materials: [BH4-].[Na+] (Sodium borohydride), C(C)(=O)C1=CC(=NO1)C(=O)NC[C@H](C)N1N=C(C=C1)C1=CC(=C(C=C1)C#N)Cl ((S)-5-acetyl-N-(2-(3-(3-chloro-4-cyanophenyl)-1H-pyrazol-1-yl)propyl)isoxazole-3-carboxamide), crude product. Run in C(C)O (ethanol). Run at time 8 hour. Yield: 96.0%.